This data is from the Open Reaction Database (ORD), a public repository of structured organic reaction records. The task is: describe an organic reaction: reactants, conditions, products, and yield The reactants are CO, CC(=Cc1ccccc1)C(=O)O. The product is CC(Cc1ccccc1)C(=O)O. As a reaction SMILES: [CH3:13][OH:14].[CH3:1][C:2]([C:3](=[O:4])[OH:5])=[CH:6][c:7]1[cH:8][cH:9][cH:10][cH:11][cH:12]1>>[CH3:1][CH:2]([C:3](=[O:4])[OH:5])[CH2:6][c:7]1[cH:8][cH:9][cH:10][cH:11][cH:12]1. The reactants are [Li]CCCC, C1CCOC1, COc1cccc(OC)n1, O=C1Nc2ccc(Cl)cc2C1=O. Product: COc1ccc(C2(O)C(=O)Nc3ccc(Cl)cc32)c(OC)n1. As a reaction SMILES: [CH2:11]([Li:12])[CH2:13][CH2:14][CH3:15].[CH2:28]1[O:29][CH2:30][CH2:31][CH2:32]1.[CH3:1][O:2][c:3]1[n:4][c:5]([O:9][CH3:10])[cH:6][cH:7][cH:8]1.[Cl:16][c:17]1[cH:18][c:19]2[c:23]([cH:24][cH:25]1)[NH:22][C:21](=[O:26])[C:20]2=[O:27]>>[CH3:1][O:2][c:3]1[n:4][c:5]([O:9][CH3:10])[cH:6][cH:7][c:8]1[C:20]1([OH:27])[c:19]2[cH:18][c:17]([Cl:16])[cH:25][cH:24][c:23]2[NH:22][C:21]1=[O:26]. The reactants are COC=1C=C2C(CC(NC2=CC1OC)C)=O (6,7-dimethoxy-2-methyl-4-oxo-1,2,3,4-tetrahydroquinoline), ClC(=O)OCC (ethyl chloroformate), C(Cl)Cl (methylene chloride), C(Cl)Cl (methylene chloride), N1=CC=CC=C1 (pyridine). Solvent: O (water). Reaction conditions: time 20 minute. The product is COC=1C=C2C(CC(N(C2=CC1OC)C(=O)OCC)C)=O (l-Ethyl 6,7-Dimethoxy-2-methyl-4-oxo-1,2,3,4-tetrahydroquinoline-1-carboxylate). Reaction SMILES: [CH3:1][O:2][C:3]1[CH:4]=[C:5]2[C:10](=[CH:11][C:12]=1[O:13][CH3:14])[NH:9][CH:8]([CH3:15])[CH2:7][C:6]2=[O:16].C(Cl)Cl.N1C=CC=CC=1.Cl[C:27]([O:29][CH2:30][CH3:31])=[O:28]>O>[CH3:1][O:2][C:3]1[CH:4]=[C:5]2[C:10](=[CH:11][C:12]=1[O:13][CH3:14])[N:9]([C:27]([O:29][CH2:30][CH3:31])=[O:28])[CH:8]([CH3:15])[CH2:7][C:6]2=[O:16]. Reported procedure: A mixture of 570 mg. of l-ethyl 6,7-dimethoxy-3-aminomethylene-2-methyl-4-oxo-1,2,3,4-tetrahydroquinoline-1-carboxylate, 1.78 ml. of 1N sodium hydroxide and 3 ml. of ethanol was heated under reflux for 24 hours and then stored at 25° C. for 3 days. The solvent was removed by evaporation in vacuo, and the residue was dissolved in ethyl acetate. The ethyl acetate solution was washed with water and then it was concentrated to give 540 mg. of an oil. The oil was chromatographed using 30 g. of silica... Starting materials: C(#N)C[C@H](C(C)C)NC1=CC=C(C=C1)C(F)(F)F (N-[(1R)-1-(cyanomethyl)-2-methylpropyl]-4-(trifluoromethyl)aniline), O1CCCC1 (tetrahydrofuran), Cl (hydrogen chloride), [OH-].[Li+] (lithium hydroxide). Reaction conditions: time 5 hour. Product: crude product, N1(CCCC1)C1=CC=C(C=C1)CC(=O)O (4-(pyrrolidin-1-yl)phenylacetic acid). As a reaction SMILES: C([CH2:3][C@@H:4]([NH:8][C:9]1[CH:14]=[CH:13][C:12](C(F)(F)F)=CC=1)[CH:5]([CH3:7])C)#N.[OH-:19].[Li+].Cl.[O:22]1[CH2:26][CH2:25][CH2:24][CH2:23]1>>[N:8]1([C:4]2[CH:5]=[CH:7][C:24]([CH2:25][C:26]([OH:22])=[O:19])=[CH:23][CH:3]=2)[CH2:9][CH2:14][CH2:13][CH2:12]1 |f:1.2|. Procedure: Methyl 4-(pyrrolidin-1-yl)phenylacetate (0.13 g, 0.59 mmol) obtained in Step 1 was dissolved in tetrahydrofuran (1.2 mL), 1 M aqueous lithium hydroxide solution (1.2 mL) was added, and the mixture was stirred for 5 hrs. The mixture was neutralized with 1 N aqueous hydrogen chloride solution (1.2 mL), and the solvent was evaporated to give a crude product of the title compound, which was used for the synthesis of A-54. The reactants are C(C(=O)Cl)(=O)Cl (Oxalyl chloride), C(C)(C)C=1N=C(SC1)C(=O)O (4-isopropyl-thiazole-2-carboxylic acid). The solvent is C1(=CC=CC=C1)C (toluene). The product is C(C)(C)C=1N=C(SC1)C(=O)Cl (4-isopropylthiazole-2-carbonyl chloride). Reaction SMILES: [C:1](Cl)(=O)[C:2]([Cl:4])=[O:3].[CH:7]([C:10]1[N:11]=C(C(O)=O)[S:13][CH:14]=1)([CH3:9])[CH3:8]>C1(C)C=CC=CC=1>[CH:7]([C:10]1[N:11]=[C:1]([C:2]([Cl:4])=[O:3])[S:13][CH:14]=1)([CH3:9])[CH3:8]. Procedure details: Oxalyl chloride (5.71 g, 45 mmol., 3.0 eq) was added dropwise, at ambient temperature, to a solution of 4-isopropyl-thiazole-2-carboxylic acid (3.85 g, 22.5 mmol., 1.5 eq) in toluene (40 mL). Stirring was continued at ambient temperature until the bubbling stopped. The reaction mixture was then heated under reflux for a further 1 hour. LCMS analysis of an aliquot quenched with methanol revealed full conversion of the acid to the acid chloride. The reaction mixture was left to cool to ambient tem... Reactants: NC1=NC=C(C(=N1)N)CC1=CC(=C(C(=C1)OCC)C(CS(=O)(=O)C)=O)OCC (4'-[(2,4-diamino-5-pyrimidinyl)-methyl] -2',6'-diethoxy-2-(methylsulfonyl)acetophenone), [Al] (aluminum), [Al] (aluminum), Cl (hydrochloric acid). Solvent: O1CCCC1 (tetrahydrofuran). The product is NC1=NC=C(C(=N1)N)CC1=CC(=C(C(=C1)OCC)C(C)=O)OCC (4'-[(2,4-diamino-5-pyrimidinyl)-methyl]-2',6'-diethoxy-acetophenone). Reaction SMILES: [NH2:1][C:2]1[N:7]=[C:6]([NH2:8])[C:5]([CH2:9][C:10]2[CH:15]=[C:14]([O:16][CH2:17][CH3:18])[C:13]([C:19](=[O:25])[CH2:20]S(C)(=O)=O)=[C:12]([O:26][CH2:27][CH3:28])[CH:11]=2)=[CH:4][N:3]=1.[Al].Cl>O1CCCC1>[NH2:1][C:2]1[N:7]=[C:6]([NH2:8])[C:5]([CH2:9][C:10]2[CH:11]=[C:12]([O:26][CH2:27][CH3:28])[C:13]([C:19](=[O:25])[CH3:20])=[C:14]([O:16][CH2:17][CH3:18])[CH:15]=2)=[CH:4][N:3]=1. Reported procedure: A suspension of 5.8 g. of 4'-[(2,4-diamino-5-pyrimidinyl)-methyl] -2',6'-diethoxy-2-(methylsulfonyl)acetophenone in 50 ml. of 20% aqueous tetrahydrofuran is reduced with 1 g. of amalgamated aluminum at 65° over a period of 4 hours. (The aluminum chips are immersed in a 2% hydrochloric acid solution for 2 minutes, rinsed with methanol, and thereafter used in the reduction.) The reaction mixture is filtered warm, the filtrate is concentrated and adjusted to a pH of 9 with 5% sodium hydroxide. The ... The reactants are [OH-].[Na+] (sodium hydroxide), Cl.C(#N)C=1SC=2CCC3=C(C(C2C1)=C1CCN(CC1)C)C=CC=C3 (4-(2-Cyano-9,10-dihydro-1-thiabenzo[f]azulen-4-ylidene)-1-methylpiperidine hydrochloride), C(C)O (ethanol). Run at time 8 hour. The product is Cl.CN1CCC(CC1)=C1C=2C=C(SC2CCC2=C1C=CC=C2)C(=O)O (4-(1-Methylpiperidin-4-ylidene)-9,10-dihydro-4H-1-thiabenzo[f]azulene-2-carboxylic acid hydrochloride). The yield is 67.0%. As a reaction SMILES: [OH-:1].[Na+].[ClH:3].C(C1[S:7][C:8]2[CH2:9][CH2:10][C:11]3[CH:26]=[CH:25][CH:24]=[CH:23][C:12]=3[C:13](=[C:16]3[CH2:21][CH2:20][N:19]([CH3:22])[CH2:18][CH2:17]3)[C:14]=2[CH:15]=1)#N.[CH2:27]([OH:29])[CH3:28]>>[ClH:3].[CH3:22][N:19]1[CH2:20][CH2:21][C:16](=[C:13]2[C:12]3[CH:23]=[CH:24][CH:25]=[CH:26][C:11]=3[CH2:10][CH2:9][C:8]3[S:7][C:28]([C:27]([OH:1])=[O:29])=[CH:15][C:14]2=3)[CH2:17][CH2:18]1 |f:0.1,2.3,5.6|. Procedure: A 2 mol/L aqueous sodium hydroxide solution (20 mL) was added to an ethanol (10 mL) solution of Compound 1 (1.5 g, 4.2 mmol), and the mixture was stirred overnight while refluxing and heating. Ethanol was distilled off under a reduced pressure, and 6 mol/L hydrochloric acid was added to the resulting residue. The precipitated crystals were collected by filtration, and sufficiently washed with water. The crystals were dried over phosphorus pentoxide at 50° C. under a reduced pressure, to give 0.9... The reactants are C=CC(=O)OCCCCCCCCOc1ccc(C(=O)Oc2ccc(C=O)cc2OC(=O)c2ccc(OCCCCCCCCOC(=O)C=C)cc2)cc1, CC(C)=O, O. The product is C=CC(=O)OCCCCCCCCOc1ccc(C(=O)Oc2ccc(C(=O)O)cc2OC(=O)c2ccc(OCCCCCCCCOC(=O)C=C)cc2)cc1. RXN SMILES: [C:1]([CH:2]=[CH2:3])(=[O:4])[O:5][CH2:6][CH2:7][CH2:8][CH2:9][CH2:10][CH2:11][CH2:12][CH2:13][O:14][c:15]1[cH:16][cH:17][c:18]([C:21](=[O:22])[O:23][c:24]2[cH:25][c:26]([CH:27]=[O:28])[cH:29][cH:30][c:31]2[O:32][C:33](=[O:34])[c:35]2[cH:36][cH:37][c:38]([O:41][CH2:42][CH2:43][CH2:44][CH2:45][CH2:46][CH2:47][CH2:48][CH2:49][O:50][C:51]([CH:52]=[CH2:53])=[O:54])[cH:39][cH:40]2)[cH:19][cH:20]1.[CH3:56][C:57](=[O:58])[CH3:59].[OH2:55]>>[C:1]([CH:2]=[CH2:3])(=[O:4])[O:5][CH2:6][CH2:7][CH2:8][CH2:9][CH2:10][CH2:11][CH2:12][CH2:13][O:14][c:15]1[cH:16][cH:17][c:18]([C:21](=[O:22])[O:23][c:24]2[cH:25][c:26]([C:27](=[O:28])[OH:55])[cH:29][cH:30][c:31]2[O:32][C:33](=[O:34])[c:35]2[cH:36][cH:37][c:38]([O:41][CH2:42][CH2:43][CH2:44][CH2:45][CH2:46][CH2:47][CH2:48][CH2:49][O:50][C:51]([CH:52]=[CH2:53])=[O:54])[cH:39][cH:40]2)[cH:19][cH:20]1. Product: FC1=C(C=C(C=C1)C1=CN=C2N1C=CC(=N2)C(F)(F)F)C=2N=NC=CC2 (3-[4-fluoro-3-(pyridazin-3-yl)phenyl]-7-trifluoromethylimidazo[1,2-α]pyrimidine). Reported procedure: 3-(5-Bromo-2-fluorophenyl)pyridazine (80.6 mg, 0.3 mmol) was coupled to 3-tributylstannyl-7-trifluoromethylimidazo[1,2-α]pyrimidine (0.45 mmol) by the method of Example 32. Purification by chromatography on silica gel eluting with dichloromethane containing 1% methanol, then crystallisation from methanol, gave 3-[4-fluoro-3-(pyridazin-3-yl)phenyl]-7-trifluoromethylimidazo[1,2-α]pyrimidine as a yellow solid: δH (400 MHz, CDCl3) 9.24 (1H, dd, J 5 and 1), 8.92 (1H, d, J 7), 8.48 (1H, dd, J 7 and 2)... Starting materials: BrC=1C=CC(=C(C1)C=1N=NC=CC1)F (3-(5-Bromo-2-fluorophenyl)pyridazine), C(CCC)[Sn](C1=CN=C2N1C=CC(=N2)C(F)(F)F)(CCCC)CCCC (3-tributylstannyl-7-trifluoromethylimidazo[1,2-α]pyrimidine). Reaction SMILES: Br[C:2]1[CH:3]=[CH:4][C:5]([F:14])=[C:6]([C:8]2[N:9]=[N:10][CH:11]=[CH:12][CH:13]=2)[CH:7]=1.C([Sn](CCCC)(CCCC)[C:20]1[N:24]2[CH:25]=[CH:26][C:27]([C:29]([F:32])([F:31])[F:30])=[N:28][C:23]2=[N:22][CH:21]=1)CCC>>[F:14][C:5]1[CH:4]=[CH:3][C:2]([C:20]2[N:24]3[CH:25]=[CH:26][C:27]([C:29]([F:30])([F:31])[F:32])=[N:28][C:23]3=[N:22][CH:21]=2)=[CH:7][C:6]=1[C:8]1[N:9]=[N:10][CH:11]=[CH:12][CH:13]=1. Reactants: ClC1=C(C(=CC=C1)F)NC1=NC=2C=C(C3=C(N=C(O3)C)C2N1)C(=O)OC (methyl 7-[(2-chloro-6-fluorophenyl)amino]-2-methyl-8H-imidazo[4,5-e][1,3]benzoxazole-4-carboxylate), [OH-].[Na+] (sodium hydroxide). Run in CO (MeOH). The product is ClC1=C(C(=CC=C1)F)NC1=NC=2C=C(C3=C(N=C(O3)C)C2N1)C(=O)O (7-[(2-chloro-6-fluorophenyl)amino]-2-methyl-8H-imidazo[4,5-e][1,3]benzoxazole-4-carboxylic acid). Isolated yield 74.2%. RXN SMILES: [Cl:1][C:2]1[CH:7]=[CH:6][CH:5]=[C:4]([F:8])[C:3]=1[NH:9][C:10]1[NH:22][C:21]2[C:16]3[N:17]=[C:18]([CH3:20])[O:19][C:15]=3[C:14]([C:23]([O:25]C)=[O:24])=[CH:13][C:12]=2[N:11]=1.[OH-].[Na+]>CO>[Cl:1][C:2]1[CH:7]=[CH:6][CH:5]=[C:4]([F:8])[C:3]=1[NH:9][C:10]1[NH:22][C:21]2[C:16]3[N:17]=[C:18]([CH3:20])[O:19][C:15]=3[C:14]([C:23]([OH:25])=[O:24])=[CH:13][C:12]=2[N:11]=1 |f:1.2|. Procedure details: The title compound was prepared following the procedure described for Step-5 of Intermediate-55 using methyl 7-[(2-chloro-6-fluorophenyl)amino]-2-methyl-8H-imidazo[4,5-e][1,3]benzoxazole-4-carboxylate (0.190 g, 0.508 mmol), MeOH (3.0 mL) and sodium hydroxide (0.101 g, 2.52 mmol) to afford 0.136 g of the desired product. 1HNMR (DMSO-d6): δ 2.60 (s, 3H), 7.35 (s, 2H), 7.44 (s, 1H), 7.64 (s, 1H), 12.0-13.0 (s, 3H); MS [M+H]+: 360.2.